This data is from the Open Reaction Database (ORD), a public repository of structured organic reaction records. The task is: describe an organic reaction: reactants, conditions, products, and yield The reactants are ClC=1C=CC2=C(C(=NCC(N2C)=CC#N)C2=CC=CC=C2)C1 (7-chloro-1-methyl-2-cyanomethylene-5-phenyl-1,3-dihydro-2H-1,4-benzodiazepine), [OH-].[K+] (potassium hydroxide). Solvent: S(O)(O)(=O)=O (sulfuric acid), S(O)(O)(=O)=O (sulfuric acid). Conditions: temperature 50 celsius. Yields the product ClC=1C=CC2=C(C(=NCC(N2C)=CC(N)=O)C2=CC=CC=C2)C1 (7-chloro-1-methyl-2-carbamoylmethylene-5-phenyl-1,3-dihydro-2H-1,4-benzodiazepine). Reaction SMILES: [Cl:1][C:2]1[CH:3]=[CH:4][C:5]2[N:11]([CH3:12])[C:10](=[CH:13][C:14]#[N:15])[CH2:9][N:8]=[C:7]([C:16]3[CH:21]=[CH:20][CH:19]=[CH:18][CH:17]=3)[C:6]=2[CH:22]=1.[OH-:23].[K+]>S(=O)(=O)(O)O>[Cl:1][C:2]1[CH:3]=[CH:4][C:5]2[N:11]([CH3:12])[C:10](=[CH:13][C:14](=[O:23])[NH2:15])[CH2:9][N:8]=[C:7]([C:16]3[CH:17]=[CH:18][CH:19]=[CH:20][CH:21]=3)[C:6]=2[CH:22]=1 |f:1.2|. Procedure details: 15.2 g of the 7-chloro-1-methyl-2-cyanomethylene-5-phenyl-1,3-dihydro-2H-1,4-benzodiazepine obtained in Example 1 A are subsequently portion-wise introduced into 80 ml of concentrated sulfuric acid under stirring, and the resulting suspension is slowly heated up to a temperature of 50° C. until a clear solution is formed. Subsequently, the solution is maintained at a temperature of 50° C. for 1 hour. After cooling, the solution is worked-up by pouring it on ice, neutralizing the sulfuric acid wi... Starting materials: CC1=C(C=CC=C1C)NC(=O)C=1C=2C=CNC2C=CC1 (N-(2,3-Dimethylphenyl)-4-indole carboxamide), C(C)[SiH](CC)CC (triethylsilane), FC(C(=O)O)(F)F (trifluoroacetic acid). Run in CCCCCC.C(C)(=O)OCC (hexane ethyl acetate). Reaction conditions: time 10 minute. Yields the product CC1=C(C=CC=C1C)NC(=O)C=1C=2CCNC2C=CC1 (N-(2,3-Dimethylphenyl)-4-indoline carboxamide). Reaction SMILES: [CH3:1][C:2]1[C:7]([CH3:8])=[CH:6][CH:5]=[CH:4][C:3]=1[NH:9][C:10]([C:12]1[C:13]2[CH:14]=[CH:15][NH:16][C:17]=2[CH:18]=[CH:19][CH:20]=1)=[O:11].C([SiH](CC)CC)C.FC(F)(F)C(O)=O>CCCCCC.C(OCC)(=O)C>[CH3:1][C:2]1[C:7]([CH3:8])=[CH:6][CH:5]=[CH:4][C:3]=1[NH:9][C:10]([C:12]1[C:13]2[CH2:14][CH2:15][NH:16][C:17]=2[CH:18]=[CH:19][CH:20]=1)=[O:11] |f:3.4|. Procedure details: To compound 11 (0.15 g) was added triethylsilane (0.36 mL) and trifluoroacetic acid (10 mL). After stirring for 10 min. the solution was concentrated in vacuo and the residue was partitioned between ethyl acetate and sodium bicarbonate. The ethyl acetate layer was washed with saturated sodium chloride, dried over magnesium sulfate and concentrated in vacuo to afford the crude product. Trituration with hexane/ethyl acetate 8/2 gave the product. NMR (300 MHz, CDCl3) δ 7.62 (1H, d, J=3 Hz), 7.53 (1... The reactants are C1(=CC=C(C=C1)S(=O)(=O)C[N+]#[C-])C (p-toluenesulfonylmethylisocyanide), CC(C)([O-])C.[K+] (potassium t-butoxide), C(OC)COC (dimethoxyethane), C(OC)COC (dimethoxyethane), C(C1=CC=CC=C1)N1N=CC(=C1C1=CC=CC=C1)C=O (1-benzyl-5-phenyl-1H-pyrazol-4-carbaldehyde), C(OC)COC (dimethoxyethane), [Cl-].[NH4+] (ammonium chloride). The solvent is CO (Methanol). Conditions: time 5 minute. The product is C1(=CC=CC=C1)C1=NNC=C1CC(=O)OCC (ethyl 3-phenyl-1H-pyrazol-4-ylacetate). Isolated yield 34.0%. Reaction SMILES: C1(C)C=CC(S(C[N+]#[C-])(=O)=O)=CC=1.[CH3:14][C:15](C)([O-:17])C.[K+].C([N:27]1[C:31]([C:32]2[CH:37]=[CH:36][CH:35]=[CH:34][CH:33]=2)=[C:30]([CH:38]=O)[CH:29]=[N:28]1)C1C=CC=CC=1.[Cl-].[NH4+].[CH2:42](COC)[O:43]C>CO>[C:32]1([C:31]2[C:30]([CH2:38][C:42]([O:17][CH2:15][CH3:14])=[O:43])=[CH:29][NH:28][N:27]=2)[CH:33]=[CH:34][CH:35]=[CH:36][CH:37]=1 |f:1.2,4.5|. Reported procedure: A solution of p-toluenesulfonylmethylisocyanide (12.3 g) in dimethoxyethane (60 ml) was added to a mixture of potassium t-butoxide (13.5 g) and dimethoxyethane (60 ml) at −78° C., and the resultant was stirred for 5 minutes. A solution of 1-benzyl-5-phenyl-1H-pyrazol-4-carbaldehyde (13.0 g) in dimethoxyethane (60 ml) was added to the mixture. After stirring at the same temperature for 1 hour, the mixture was stirred for 1 hour while raising the temperature. Methanol (180 ml) was added to the mix... Reported procedure: 3-Benzylamino-5-chlorosulfonyl-4-phenylbenzoic acid (1.0 g) is in portions added to conc. ammonium hydroxide (10 ml) while stirring at 10°-12° C. After additional stirring at room temperature for about 18 hours, the resulting solution is dropwise added to an excess of icecold 4 N hydrochloric acid. The resulting precipitate is collected by filtration, washed with water and dried. After recrystallization from aqueous ethanol, 3-benzylamino-4-phenyl-5-sulfamylbenzoic acid is obtained with a meltin... The product is C(C1=CC=CC=C1)NC=1C=C(C(=O)O)C=C(C1C1=CC=CC=C1)S(N)(=O)=O (3-benzylamino-4-phenyl-5-sulfamylbenzoic acid). RXN SMILES: [CH2:1]([NH:8][C:9]1[CH:10]=[C:11]([CH:15]=[C:16]([S:24](Cl)(=[O:26])=[O:25])[C:17]=1[C:18]1[CH:23]=[CH:22][CH:21]=[CH:20][CH:19]=1)[C:12]([OH:14])=[O:13])[C:2]1[CH:7]=[CH:6][CH:5]=[CH:4][CH:3]=1.Cl.[OH-].[NH4+:30]>>[CH2:1]([NH:8][C:9]1[CH:10]=[C:11]([CH:15]=[C:16]([S:24](=[O:26])(=[O:25])[NH2:30])[C:17]=1[C:18]1[CH:23]=[CH:22][CH:21]=[CH:20][CH:19]=1)[C:12]([OH:14])=[O:13])[C:2]1[CH:7]=[CH:6][CH:5]=[CH:4][CH:3]=1 |f:2.3|. Reactants: C(C1=CC=CC=C1)NC=1C=C(C(=O)O)C=C(C1C1=CC=CC=C1)S(=O)(=O)Cl (3-Benzylamino-5-chlorosulfonyl-4-phenylbenzoic acid), Cl (hydrochloric acid), [OH-].[NH4+] (ammonium hydroxide). Reactants: C(C=C)N(CCCCOC=1C=C2C=C(NC2=CC1)C)C (Allyl-methyl-[4-(2-methyl-1H-indol-5-yloxy)-butyl]-amine), FC1=CC=C(C=C1)C(F)(F)F (1-Fluoro-4-trifluoromethyl-benzene). Yields the product C(C=C)N(CCCCOC=1C=C2C=C(N(C2=CC1)C1=CC=C(C=C1)C(F)(F)F)C)C (Allyl-methyl-{4-[2-methyl-1-(4-trifluoromethyl-phenyl)-1H-indol-5-yloxy]-butyl}-amine). RXN SMILES: [CH2:1]([N:4]([CH3:20])[CH2:5][CH2:6][CH2:7][CH2:8][O:9][C:10]1[CH:11]=[C:12]2[C:16](=[CH:17][CH:18]=1)[NH:15][C:14]([CH3:19])=[CH:13]2)[CH:2]=[CH2:3].F[C:22]1[CH:27]=[CH:26][C:25]([C:28]([F:31])([F:30])[F:29])=[CH:24][CH:23]=1>>[CH2:1]([N:4]([CH3:20])[CH2:5][CH2:6][CH2:7][CH2:8][O:9][C:10]1[CH:11]=[C:12]2[C:16](=[CH:17][CH:18]=1)[N:15]([C:22]1[CH:27]=[CH:26][C:25]([C:28]([F:31])([F:30])[F:29])=[CH:24][CH:23]=1)[C:14]([CH3:19])=[CH:13]2)[CH:2]=[CH2:3]. Reported procedure: In analogy to example 9.1, Allyl-methyl-[4-(2-methyl-1H-indol-5-yloxy)-butyl]-amine and 1-Fluoro-4-trifluoromethyl-benzene were converted to yield Allyl-methyl-{4-[2-methyl-1-(4-trifluoromethyl-phenyl)-1H-indol-5-yloxy]-butyl}-amine as yellow viscous oil, MS: 417 (MH+). The reactants are COC1=CC=C(C=C1)OCC(OC)OC (4-methoxy-(2,2-dimethoxy)ethoxybenzene), polyphosphoric acid, O (water). The solvent is C1(=CC=CC=C1)C (toluene). Run at temperature 100 celsius, time 8 hour. The product is COC=1C=CC2=C(C=CO2)C1 (5-methoxybenzofuran). Yield: 24.5%. Reaction SMILES: [CH3:1][O:2][C:3]1[CH:8]=[CH:7][C:6]([O:9][CH2:10][CH:11](OC)OC)=[CH:5][CH:4]=1.O>C1(C)C=CC=CC=1>[CH3:1][O:2][C:3]1[CH:4]=[CH:5][C:6]2[O:9][CH:10]=[CH:11][C:7]=2[CH:8]=1. Reported procedure: To a suspension of polyphosphoric acid (38.3 g) in toluene (400 ml) was added 4-methoxy-(2,2-dimethoxy)ethoxybenzene (38.0 g), and the mixture was stirred at 100° C. overnight and cooled. To the mixture was added water, and the mixture was separated. The organic layer was washed with 1N sodium hydroxide solution and then washed with saturated brine, and dried with magnesium sulfate. Under reduced pressure, the solvent was evaporated, and the residue was purified with silica gel column chromatogr...